This data is from the Open Reaction Database (ORD), a public repository of structured organic reaction records. The task is: describe an organic reaction: reactants, conditions, products, and yield Starting materials: C1CCOC1, CCOC(=O)CP(=O)(OCC)OCC, [Cl-], CC(=O)c1ccc(C(F)(F)F)nc1, [H-], [NH4+], [Na+]. Product: CCOC(=O)C=C(C)c1ccc(C(F)(F)F)nc1. Reaction SMILES: [CH2:32]1[O:33][CH2:34][CH2:35][CH2:36]1.[CH3:1][CH2:2][O:3][C:4](=[O:5])[CH2:6][P:7]([O:8][CH2:9][CH3:10])([O:11][CH2:12][CH3:13])=[O:14].[Cl-:30].[F:17][C:18]([c:19]1[cH:20][cH:21][c:22]([C:25]([CH3:26])=[O:27])[cH:23][n:24]1)([F:28])[F:29].[H-:16].[NH4+:31].[Na+:15]>>[CH3:1][CH2:2][O:3][C:4](=[O:5])[CH:6]=[C:25]([c:22]1[cH:21][cH:20][c:19]([C:18]([F:17])([F:28])[F:29])[n:24][cH:23]1)[CH3:26]. Reactants: O1CCC(CC1)=O (tetrahydro-4H-pyran-4-one), [Li]CCCC (n-BuLi), CCCCCC (hexane), BrC=1SC(=C(N1)C)C1=C(N=C2N1N=C(C=C2C(CC)CC)C)C (3-(2-Bromo-4-methyl-thiazol-5-yl)-8-(1-ethyl-propyl)-2,6-dimethyl-imidazo[1,2-b]pyridazine). Solvent: C1CCOC1 (THF), CCOC(=O)C (AcOEt). Conditions: temperature -78 celsius, time 30 minute. Product: O1CCC(=CC1)C=1SC(=C(N1)C)C1=C(N=C2N1N=C(C=C2C(CC)CC)C)C (3-[2-(3,6-dihydro-2H-pyran-4-yl)-4-methyl-thiazol-5-yl]-8-(1-ethyl-propyl)-2,6-dimethyl-imidazo[1,2-b]pyridazine). Isolated yield 41.2%. As a reaction SMILES: Br[C:2]1[S:3][C:4]([C:8]2[N:12]3[N:13]=[C:14]([CH3:22])[CH:15]=[C:16]([CH:17]([CH2:20][CH3:21])[CH2:18][CH3:19])[C:11]3=[N:10][C:9]=2[CH3:23])=[C:5]([CH3:7])[N:6]=1.[Li]CCCC.CCCCCC.[O:35]1[CH2:40][CH2:39][C:38](=O)[CH2:37][CH2:36]1>C1COCC1.CCOC(C)=O>[O:35]1[CH2:36][CH:37]=[C:38]([C:2]2[S:3][C:4]([C:8]3[N:12]4[N:13]=[C:14]([CH3:22])[CH:15]=[C:16]([CH:17]([CH2:20][CH3:21])[CH2:18][CH3:19])[C:11]4=[N:10][C:9]=3[CH3:23])=[C:5]([CH3:7])[N:6]=2)[CH2:39][CH2:40]1. Procedure details: 370 mg of 3-(2-Bromo-4-methyl-thiazol-5-yl)-8-(1-ethyl-propyl)-2,6-dimethyl-imidazo[1,2-b]pyridazine (0.93 mmol) is dissolved in 10 ml of dry THF and cooled to −78° C. 0.6 ml of n-BuLi 2.0 M in hexane (1.2 mmol) is added and stirred at −78° C. for 30 min. 141 mg of tetrahydro-4H-pyran-4-one (1.41 mmol) is added and stirred at −78° C. for 2 h. The reaction mixture is diluted with AcOEt, washed with sat. NH4Cl, dried over Na2SO4 and evaporated. The crude product is applied onto a silica-gel chroma...